Dataset: the Open Reaction Database (ORD), a public repository of structured organic reaction records. Task: describe an organic reaction: reactants, conditions, products, and yield Reactants: ClC1=C(C#N)C=CC=N1 (2-chloronicotinonitrile), NC=1C=C(C(=O)NC2=CC(=CC=C2)C(C)C)C=CC1C (3-amino-N-(3-isopropyl-phenyl)-4-methyl-benzamide). Reagents/catalysts: C(=O)(C(F)(F)F)O (TFA). The solvent is C(C)(C)O (isopropanol). Run at temperature 130 celsius. The product is C(#N)C=1C(=NC=CC1)NC=1C=C(C(=O)NC2=CC(=CC=C2)C(C)C)C=CC1C (3-(3-cyanopyridin-2-ylamino)-N-(3-isopropylphenyl)-4-methylbenzamide). RXN SMILES: Cl[C:2]1[N:9]=[CH:8][CH:7]=[CH:6][C:3]=1[C:4]#[N:5].[NH2:10][C:11]1[CH:12]=[C:13]([CH:26]=[CH:27][C:28]=1[CH3:29])[C:14]([NH:16][C:17]1[CH:22]=[CH:21][CH:20]=[C:19]([CH:23]([CH3:25])[CH3:24])[CH:18]=1)=[O:15]>C(O)(C(F)(F)F)=O.C(O)(C)C>[C:4]([C:3]1[C:2]([NH:10][C:11]2[CH:12]=[C:13]([CH:26]=[CH:27][C:28]=2[CH3:29])[C:14]([NH:16][C:17]2[CH:22]=[CH:21][CH:20]=[C:19]([CH:23]([CH3:25])[CH3:24])[CH:18]=2)=[O:15])=[N:9][CH:8]=[CH:7][CH:6]=1)#[N:5]. Procedure details: To 2-chloronicotinonitrile (140 mg, 1.00 mmol) and 3-amino-N-(3-isopropyl-phenyl)-4-methyl-benzamide (80 mg, 0.30 mmol) was added isopropanol (0.8 mL) and TFA (12 drops). The mixture was heated to 130° C. for 16 hours in a sealed tube. The cooled mixture was purified by silica gel chromatography (25% EtOAc/hexanes) to yield 3-(3-cyanopyridin-2-ylamino)-N-(3-isopropylphenyl)-4-methylbenzamide. MS m/z [M+H]+=371; Calc'd for C23H22N4O: 370.46. The reactants are ClC1=C(C(=CC(=C1)OCC1=CC=CC=C1)Cl)O (2,6-dichloro-4-phenylmethoxyphenol), C([O-])([O-])=O.[K+].[K+] (potassium carbonate), ClCCO (2-chloroethanol). Solvent: CN(C)C=O (DMF), Cl (hydrochloric acid). Run at temperature 70 celsius, time 3 hour. Yields the product ClC1=C(OCCO)C(=CC(=C1)OCC1=CC=CC=C1)Cl (2-(2,6-dichloro-4-(phenylmethoxy)phenoxy)ethan-1-ol). The yield is 68.5%. RXN SMILES: [Cl:1][C:2]1[CH:7]=[C:6]([O:8][CH2:9][C:10]2[CH:15]=[CH:14][CH:13]=[CH:12][CH:11]=2)[CH:5]=[C:4]([Cl:16])[C:3]=1[OH:17].C(=O)([O-])[O-].[K+].[K+].Cl[CH2:25][CH2:26][OH:27]>CN(C=O)C.Cl>[Cl:1][C:2]1[CH:7]=[C:6]([O:8][CH2:9][C:10]2[CH:15]=[CH:14][CH:13]=[CH:12][CH:11]=2)[CH:5]=[C:4]([Cl:16])[C:3]=1[O:17][CH2:25][CH2:26][OH:27] |f:1.2.3|. Procedure: A mixture of 13 grams (0.048 mole) of 2,6-dichloro-4-phenylmethoxyphenol (known compound), 6.8 grams (0.048 mole) of potassium carbonate and 3.9 grams (0.048 mole) of 2-chloroethanol in 80 mL of DMF was heated to 70° C. where it stirred for three hours. After this time the reaction mixture was allowed to cool to ambient temperature. The reaction mixture was diluted with 100 mL of aqueous 10% hydrochloric acid then extracted with three 150 mL portions of ethyl acetate. The combined extracts were ... Reactants: COC(=O)C(=O)c1ccc(Br)c2ccccc12, CC(=O)[O-], CC(=O)[O-], Nc1ccnc(N2CCOCC2)c1, C1COCCO1, [Pd+2], Cc1ccccc1, c1ccc(P(c2ccccc2)c2ccc3ccccc3c2-c2c(P(c3ccccc3)c3ccccc3)ccc3ccccc23)cc1. RXN SMILES: [CH3:14][O:15][C:16]([C:17](=[O:18])[c:19]1[cH:20][cH:21][c:22]([Br:29])[c:23]2[cH:24][cH:25][cH:26][cH:27][c:28]12)=[O:30].[O-:91][C:92]([CH3:93])=[O:94].[O-:95][C:96]([CH3:97])=[O:98].[O:1]1[CH2:2][CH2:3][N:4]([c:7]2[n:8][cH:9][cH:10][c:11]([NH2:13])[cH:12]2)[CH2:5][CH2:6]1.[O:77]1[CH2:78][CH2:79][O:80][CH2:81][CH2:82]1.[Pd+2:90].[c:83]1([CH3:84])[cH:85][cH:86][cH:87][cH:88][cH:89]1.[cH:31]1[cH:32][cH:33][c:34]([P:35]([c:36]2[cH:37][cH:38][c:39]3[c:40]([cH:41][cH:42][cH:43][cH:44]3)[c:45]2-[c:46]2[c:47]3[c:48]([cH:49][cH:50][cH:51][cH:52]3)[cH:53][cH:54][c:55]2[P:56]([c:57]2[cH:58][cH:59][cH:60][cH:61][cH:62]2)[c:63]2[cH:64][cH:65][cH:66][cH:67][cH:68]2)[c:69]2[cH:70][cH:71][cH:72][cH:73][cH:74]2)[cH:75][cH:76]1>>[O:1]1[CH2:2][CH2:3][N:4]([c:7]2[n:8][cH:9][cH:10][c:11]([NH:13][c:22]3[cH:21][cH:20][c:19]([C:17]([C:16]([O:15][CH3:14])=[O:30])=[O:18])[c:28]4[c:23]3[cH:24][cH:25][cH:26][cH:27]4)[cH:12]2)[CH2:5][CH2:6]1. The product is COC(=O)C(=O)c1ccc(Nc2ccnc(N3CCOCC3)c2)c2ccccc12.